Dataset: the Open Reaction Database (ORD), a public repository of structured organic reaction records. Task: describe an organic reaction: reactants, conditions, products, and yield Starting materials: ClC1=C(CCNC(C2=C(C=C(C=C2)O)F)=O)C=CC(=C1)Cl (N-(2,4-dichlorophenethyl)-2-fluoro-4-hydroxybenzamide), C(#N)C=1C=C(C=CC1F)CC(=O)OC(C)(C)C (tert-butyl 2-(3-cyano-4-fluorophenyl)acetate), C(=O)([O-])[O-].[K+].[K+] (K2CO3). Run in O (water), C(C)(=O)OCC (ethyl acetate), CS(=O)C (DMSO). Run at temperature 70 celsius, time 1 hour. The product is ClC1=C(CCNC(=O)C2=C(C=C(OC3=C(C=C(C=C3)CC(=O)OC(C)(C)C)C#N)C=C2)F)C=CC(=C1)Cl (tert-butyl 2-(4-(4-((2,4-dichlorophenethyl)carbamoyl)-3-fluorophenoxy)-3-cyanophenyl)acetate). Yield: 2.3%. Reaction SMILES: [Cl:1][C:2]1[CH:20]=[C:19]([Cl:21])[CH:18]=[CH:17][C:3]=1[CH2:4][CH2:5][NH:6][C:7](=[O:16])[C:8]1[CH:13]=[CH:12][C:11]([OH:14])=[CH:10][C:9]=1[F:15].[C:22]([C:24]1[CH:25]=[C:26]([CH2:31][C:32]([O:34][C:35]([CH3:38])([CH3:37])[CH3:36])=[O:33])[CH:27]=[CH:28][C:29]=1F)#[N:23].C([O-])([O-])=O.[K+].[K+]>CS(C)=O.O.C(OCC)(=O)C>[Cl:1][C:2]1[CH:20]=[C:19]([Cl:21])[CH:18]=[CH:17][C:3]=1[CH2:4][CH2:5][NH:6][C:7]([C:8]1[CH:13]=[CH:12][C:11]([O:14][C:29]2[CH:28]=[CH:27][C:26]([CH2:31][C:32]([O:34][C:35]([CH3:36])([CH3:38])[CH3:37])=[O:33])=[CH:25][C:24]=2[C:22]#[N:23])=[CH:10][C:9]=1[F:15])=[O:16] |f:2.3.4|. Reported procedure: To a stirred solution of N-(2,4-dichlorophenethyl)-2-fluoro-4-hydroxybenzamide (420 mg, 1.28 mmol) and tert-butyl 2-(3-cyano-4-fluorophenyl)acetate (361 mg, 1.54 mmol) in DMSO (6 ml) was added K2CO3 (265 mg, 1.92 mmol). The reaction was heated stirred at 70° C. for one hour. The reaction was then stirred at 90° C. overnight. The reaction was diluted with water and ethyl acetate. The aqueous phase was extracted with ethyl acetate and the combined organic layers were washed with 10% Na2CO3 and bri... As a reaction SMILES: [CH3:24][CH2:25][O:26][C:27](=[O:28])[CH3:29].[H:22][H:23].[OH:1][c:2]1[cH:3][c:4]2[cH:5][c:6]3[n:7]([c:8]2[cH:9][cH:10]1)[CH2:11][CH2:12][C:13]3=[CH:14][C:15](=[O:16])[O:17][C:18]([CH3:19])([CH3:20])[CH3:21]>>[OH:1][c:2]1[cH:3][c:4]2[cH:5][c:6]3[n:7]([c:8]2[cH:9][cH:10]1)[CH2:11][CH2:12][CH:13]3[CH2:14][C:15](=[O:16])[O:17][C:18]([CH3:19])([CH3:20])[CH3:21]. Yields the product CC(C)(C)OC(=O)CC1CCn2c1cc1cc(O)ccc12. The reactants are CCOC(C)=O, [H][H], CC(C)(C)OC(=O)C=C1CCn2c1cc1cc(O)ccc12. Reactants: C(=O)C=C (acrolein), C(CC)(=O)OC(CC)=O (propionic anhydride), CC1=NC(=CC(=C1)C)C (2,4,6-trimethyl-pyridine). Reagents/catalysts: S(O)(O)(=O)=O (sulfuric acid). Conditions: time 10 minute. Product: C(CC)(=O)OC(C=C)OC(CC)=O (Allylidene Bispropionate). Isolated yield 57.6%. RXN SMILES: [C:1]([O:5][C:6](=[O:9])[CH2:7][CH3:8])(=[O:4])[CH2:2][CH3:3].[CH:10]([CH:12]=[CH2:13])=[O:11].CC1C=C(C)C=C(C)N=1>S(=O)(=O)(O)O>[C:1]([O:5][CH:6]([O:9][C:10](=[O:11])[CH2:12][CH3:13])[CH:7]=[CH2:8])(=[O:4])[CH2:2][CH3:3]. Procedure details: To a solution of 345 g (2.65 mols) propionic anhydride and 1.05 g concentrated sulfuric acid maintained at 45°-50° C was added dropwise 140 g (2.5 mols) acrolein over a period of 15 minutes. The reaction mixture was stirred for an additional 10 minutes. A 2.6 g-sample of 2,4,6-trimethyl-pyridine was then added and the reaction mixture stirred at about 25° C. for about 17 hours. The reaction mixture was then distilled through a short column to give 268 g of the product as a slightly yellow liquid... The reactants are C1(=CC=CC=C1)O (phenol), OO (H2O2). The reagents and catalysts are [Ti] (titanium). Run in O (water). Product: C=1(O)C(O)=CC=CC1 (pyrocatechol), C1(O)=CC=C(O)C=C1 (hydroquinone). RXN SMILES: [C:1]1([OH:7])[CH:6]=[CH:5][CH:4]=[CH:3][CH:2]=1.[OH:8]O>[Ti].O>[C:1]1([C:6](=[CH:5][CH:4]=[CH:3][CH:2]=1)[OH:8])[OH:7].[C:1]1([CH:6]=[CH:5][C:4]([OH:8])=[CH:3][CH:2]=1)[OH:7]. Procedure details: A 10-liter reactor as for the previous Example is charged with 4,255.8 g of phenol, 813 g of water and 42 g of titanium silicalite. As the system has reached its thermal equilibrium, there are added 675.2 g of 60% H2O2. After three hours of reaction there are obtained 250 g of pyrocatechol, 318 g of hydroquinone and 157 g of tarry by-products. Starting materials: C1(=CC=CC=C1)P(=O)(C1=CC=CC=C1)Cl (diphenylphosphinic chloride), C(\C=C(/C)\CCC=C(C)C)OC1=CC=C(C(=O)O)C=C1 (4-geranyloxybenzoic acid), NCCC1=NC=CC=C1 (2-(2-aminoethyl)pyridine). The solvent is C(C)N(CC)CC (triethylamine), C(Cl)(Cl)Cl (chloroform). Conditions: time 30 minute. Yields the product C(\C=C(/C)\CCC=C(C)C)OC1=CC=C(C(=O)NCCC2=NC=CC=C2)C=C1 (2-[2-(4-geranyloxybenzoylamino)ethyl]pyridine). The yield is 73.5%. As a reaction SMILES: [CH2:1]([O:11][C:12]1[CH:20]=[CH:19][C:15]([C:16]([OH:18])=O)=[CH:14][CH:13]=1)/[CH:2]=[C:3](/[CH2:5][CH2:6][CH:7]=[C:8]([CH3:10])[CH3:9])\[CH3:4].C1(P(Cl)(C2C=CC=CC=2)=O)C=CC=CC=1.[NH2:36][CH2:37][CH2:38][C:39]1[CH:44]=[CH:43][CH:42]=[CH:41][N:40]=1>C(Cl)(Cl)Cl.C(N(CC)CC)C>[CH2:1]([O:11][C:12]1[CH:13]=[CH:14][C:15]([C:16]([NH:36][CH2:37][CH2:38][C:39]2[CH:44]=[CH:43][CH:42]=[CH:41][N:40]=2)=[O:18])=[CH:19][CH:20]=1)/[CH:2]=[C:3](/[CH2:5][CH2:6][CH:7]=[C:8]([CH3:9])[CH3:10])\[CH3:4]. Procedure: 4-geranyloxybenzoic acid(1.37 g) was dissolved in chloroform(30 ml) and triethylamine(1.53 ml), and then diphenylphosphinic chloride(1.05 ml) was added thereto while being cooled with ice. After being stirred for 30 minutes, the mixture, with 2-(2-aminoethyl)pyridine(0.67 g) added thereto, was stirred for 1.5 hours at room temperature. The reaction mixture was washed with saturated sodium hydrogencarbonate aqueous solution and saturated brine successively, dried over sodium sulfate anhydride, an... The reactants are N1(CCNCC1)CCO (1-piperazineethanol), COC1=C(C(=O)O)C=CC(=C1OC)OC (2,3,4-trimethoxybenzoic acid), C1(=CC=C(C=C1)S(=O)(=O)O)C (p-toluene sulfonic acid), C(\C=C/C(=O)O)(=O)O (maleic acid). Run in C1=CC=CC=C1 (benzene). Yields the product C(\C=C/C(=O)O)(=O)O.COC1=C(C(=O)O)C=CC(=C1OC)OC.N1(CCNCC1)CCO (1-piperazineethanol 2,3,4-trimethoxybenzoate maleate). The yield is 46.0%. Reaction SMILES: [N:1]1([CH2:7][CH2:8][OH:9])[CH2:6][CH2:5][NH:4][CH2:3][CH2:2]1.[CH3:10][O:11][C:12]1[C:20]([O:21][CH3:22])=[C:19]([O:23][CH3:24])[CH:18]=[CH:17][C:13]=1[C:14]([OH:16])=[O:15].C1(C)C=CC(S(O)(=O)=O)=CC=1.[C:36]([OH:43])(=[O:42])/[CH:37]=[CH:38]\[C:39]([OH:41])=[O:40]>C1C=CC=CC=1>[C:36]([OH:43])(=[O:42])/[CH:37]=[CH:38]\[C:39]([OH:41])=[O:40].[CH3:10][O:11][C:12]1[C:20]([O:21][CH3:22])=[C:19]([O:23][CH3:24])[CH:18]=[CH:17][C:13]=1[C:14]([OH:16])=[O:15].[N:1]1([CH2:7][CH2:8][OH:9])[CH2:6][CH2:5][NH:4][CH2:3][CH2:2]1 |f:5.6.7|. Procedure details: In 150 ml of absolute benzene there were dissolved 2.6 g of 1-piperazineethanol, 5.5 g of 2,3,4-trimethoxybenzoic acid and 19 g of p-toluene sulfonic acid. The solution was heated for 15 hours to reflux while removing the formed water. After the reaction liquid was cooled, the reaction liquid was washed with 15% potassium carbonate and then extracted with 10% hydrochloric acid. After washing the aqueous layer with ether, the system was rendered alkaline with potassium carbonate followed by extra... Starting materials: C(C)(=O)[O-].[NH4+] (Ammonium acetate), I.CSC(=N)C1=CC=C(C=C1)NC(NC(=O)C1=CC=C(OCC(=O)OC)C=C1)=O (methyl 4-[4-(4-methylthiocarbonimidoylphenyl)allophanoyl]phenoxyacetate, hydroiodide salt). The solvent is CO (methanol), ClCCl (dichloromethane). Run at time 3 day. Yields the product C(C)(=O)O.C(N)(=N)C1=CC=C(C=C1)NC(NC(=O)C1=CC=C(OCC(=O)OC)C=C1)=O (Methyl 4-[4-(4-amidinophenyl)allophanoyl]phenoxyacetate, acetate salt). Isolated yield 90.1%. As a reaction SMILES: [C:1]([O-:4])(=[O:3])[CH3:2].[NH4+:5].I.CS[C:9]([C:11]1[CH:16]=[CH:15][C:14]([NH:17][C:18](=[O:34])[NH:19][C:20]([C:22]2[CH:33]=[CH:32][C:25]([O:26][CH2:27][C:28]([O:30][CH3:31])=[O:29])=[CH:24][CH:23]=2)=[O:21])=[CH:13][CH:12]=1)=[NH:10]>CO.ClCCl>[C:1]([OH:4])(=[O:3])[CH3:2].[C:9]([C:11]1[CH:16]=[CH:15][C:14]([NH:17][C:18](=[O:34])[NH:19][C:20]([C:22]2[CH:33]=[CH:32][C:25]([O:26][CH2:27][C:28]([O:30][CH3:31])=[O:29])=[CH:24][CH:23]=2)=[O:21])=[CH:13][CH:12]=1)(=[NH:5])[NH2:10] |f:0.1,2.3,6.7|. Procedure: Ammonium acetate (1 g) was added to a stirred suspension of methyl 4-[4-(4-methylthiocarbonimidoylphenyl)allophanoyl]phenoxyacetate, hydroiodide salt (340 mg), in methanol (6 ml) and dichloromethane (4 ml). The reaction mixture was stirred at ambient temperature for 3 days and then heated to reflux for 30 hours. The solvents were removed in vacuo and the resultant solid residue was stirred under methanol for 1 hour. The solid was collected and washed with methanol to give the title compound (249... Reactants: ethyl and methyl esters, C(CC)N(C(C)=O)C1=C(CCCC1)C(=O)O (2-(N-n-propyl-acetamido) cyclohex-1-ene-1-carboxylic acid). Solvent: CCO (EtOH). Yields the product OC1=CC(N(C=2CCCCC12)CCC)=O (4-Hydroxy-1-n-propyl-5,6,7,8-tetrahydrocarbostyril). As a reaction SMILES: [CH2:1]([N:4]([C:8]1[CH2:13][CH2:12][CH2:11][CH2:10][C:9]=1[C:14]([OH:16])=O)[C:5](=[O:7])[CH3:6])[CH2:2][CH3:3]>CCO>[OH:16][C:14]1[C:9]2[CH2:10][CH2:11][CH2:12][CH2:13][C:8]=2[N:4]([CH2:1][CH2:2][CH3:3])[C:5](=[O:7])[CH:6]=1. Procedure: Cyclisation of a 60:40 mixture of the ethyl and methyl esters of 2-(N-n-propyl-acetamido) cyclohex-1-ene-1-carboxylic acid (34.82 g; 0.141 mole) as described in Example 8 afforded the title product as a white crystalline solid, m.p. (EtOH) 277° - 278° C